This data is from the Open Reaction Database (ORD), a public repository of structured organic reaction records. The task is: describe an organic reaction: reactants, conditions, products, and yield The reactants are OCC(=O)C1=C(C=CC=C1)I (2-hydroxy-1-(2-iodophenyl)ethanone), FC1=CC=C(C=C1)/C=C/C1=CC=C(C=C1)S(=O)[O-].[Na+] (sodium 4-[(E)-2-(4-fluorophenyl)vinyl]benzenesulfinate). The product is FC1=CC=C(C=C1)/C=C/C1=CC=C(C=C1)S(=O)(=O)C1=C(C=CC=C1)C(CO)=O (1-[2-({4-[(E)-2-(4-fluorophenyl)vinyl]phenyl}sulfonyl)phenyl]-2-hydroxyethanone). Reaction SMILES: [OH:1][CH2:2][C:3]([C:5]1[CH:10]=[CH:9][CH:8]=[CH:7][C:6]=1I)=[O:4].[F:12][C:13]1[CH:18]=[CH:17][C:16](/[CH:19]=[CH:20]/[C:21]2[CH:26]=[CH:25][C:24]([S:27]([O-:29])=[O:28])=[CH:23][CH:22]=2)=[CH:15][CH:14]=1.[Na+]>>[F:12][C:13]1[CH:14]=[CH:15][C:16](/[CH:19]=[CH:20]/[C:21]2[CH:26]=[CH:25][C:24]([S:27]([C:6]3[CH:7]=[CH:8][CH:9]=[CH:10][C:5]=3[C:3](=[O:4])[CH2:2][OH:1])(=[O:29])=[O:28])=[CH:23][CH:22]=2)=[CH:17][CH:18]=1 |f:1.2|. Procedure details: The title compound was prepared from 2-hydroxy-1-(2-iodophenyl)ethanone (Step 1) and sodium 4-[(E)-2-(4-fluorophenyl)vinyl]benzenesulfinate according to the method of Example 135 Step 2. δH (500 MHz, d6 DMSO): 8.07 (1H, d, J=7.8 Hz), 7.88 (2H, d, J=8.4 Hz), 7.80 (2H, d, J=8.4 Hz), 7.76–7.66 (4H, m), 7.54 (1H, d, J=7.4 Hz), 7.45 (1H, d, J=16.4 Hz), 7.28 (1H, d, J=16.4 Hz), 7.23 (2H, t, J=8.7 Hz), 5.47 (1H, t, J=5.9 Hz), 4.54 (2H, d, J=5.9 Hz).